Task: describe an organic reaction: reactants, conditions, products, and yield. Dataset: the Open Reaction Database (ORD), a public repository of structured organic reaction records Starting materials: COC=1C=C(CN2C(C(CC2)(CCCOS(=O)(=O)C)CC2=CC=C(C=C2)F)=O)C=C(C1OC)OC (1-(3,4,5-trimethoxybenzyl)-3-(4-fluorophenylmethyl)-3-(3-methanesulfonyloxypropyl)-2-oxopyrrolidine), I.N1C(=NC2=C1C=CC=C2)NC2CCNCC2 ((1H-benzimidazol-2-yl)(piperidin-4-yl)amine hydriodic acid salt). Yields the product COC=1C=C(CN2C(C(CC2)(CC2=CC=C(C=C2)F)CCCN2CCC(CC2)NC2=NC3=C(N2)C=CC=C3)=O)C=C(C1OC)OC (1-(3,4,5-trimethoxybenzyl)-3-(3-(4-(1H-benzimidazol-2-yl-amino)piperidin-1-yl)propyl)-3-(4-fluorophenylmethyl)-2-oxopyrrolidine). As a reaction SMILES: [CH3:1][O:2][C:3]1[CH:4]=[C:5]([CH:29]=[C:30]([O:34][CH3:35])[C:31]=1[O:32][CH3:33])[CH2:6][N:7]1[CH2:11][CH2:10][C:9]([CH2:20][C:21]2[CH:26]=[CH:25][C:24]([F:27])=[CH:23][CH:22]=2)([CH2:12][CH2:13][CH2:14]OS(C)(=O)=O)[C:8]1=[O:28].I.[NH:37]1[C:41]2[CH:42]=[CH:43][CH:44]=[CH:45][C:40]=2[N:39]=[C:38]1[NH:46][CH:47]1[CH2:52][CH2:51][NH:50][CH2:49][CH2:48]1>>[CH3:1][O:2][C:3]1[CH:4]=[C:5]([CH:29]=[C:30]([O:34][CH3:35])[C:31]=1[O:32][CH3:33])[CH2:6][N:7]1[CH2:11][CH2:10][C:9]([CH2:12][CH2:13][CH2:14][N:50]2[CH2:49][CH2:48][CH:47]([NH:46][C:38]3[NH:37][C:41]4[CH:42]=[CH:43][CH:44]=[CH:45][C:40]=4[N:39]=3)[CH2:52][CH2:51]2)([CH2:20][C:21]2[CH:26]=[CH:25][C:24]([F:27])=[CH:23][CH:22]=2)[C:8]1=[O:28] |f:1.2|. Procedure: Prepare by the method of Example 4.1 using 1-(3,4,5-trimethoxybenzyl)-3-(4-fluorophenylmethyl)-3-(3-methanesulfonyloxypropyl)-2-oxopyrrolidine and (1H-benzimidazol-2-yl)(piperidin-4-yl)amine hydriodic acid salt to give the title compound: Rf=0.55 (silica gel, 2% triethylamine/methanol). Reactants: CN(C)C(=NC(C)(C)C)N(C)C, CC(=O)NCC1CN(c2ccc(C(=N)NO)c(F)c2)C(=O)O1, CI, CN(C)C=O. Yields the product CONC(=N)c1ccc(N2CC(CNC(C)=O)OC2=O)cc1F. Reaction SMILES: [C:25]([N:26]=[C:27]([N:28]([CH3:29])[CH3:30])[N:31]([CH3:32])[CH3:33])([CH3:34])([CH3:35])[CH3:36].[C:3]([CH3:4])(=[O:5])[NH:6][CH2:7][CH:8]1[CH2:9][N:10]([c:14]2[cH:15][c:16]([F:24])[c:17]([C:20]([NH:21][OH:22])=[NH:23])[cH:18][cH:19]2)[C:11](=[O:13])[O:12]1.[I:1][CH3:2].[O:37]=[CH:38][N:39]([CH3:40])[CH3:41]>>[C:3]([CH3:4])(=[O:5])[NH:6][CH2:7][CH:8]1[CH2:9][N:10]([c:14]2[cH:15][c:16]([F:24])[c:17]([C:20]([NH:21][O:22][CH3:25])=[NH:23])[cH:18][cH:19]2)[C:11](=[O:13])[O:12]1. The reagents and catalysts are [Pd] (palladium on carbon). Reaction conditions: time 3 hour. Yields the product FC=1C=C(C=C(C1)F)C1(CNCC1)O (3-(3,5-DIFLUOROPHENYL)PYRROLIDIN-3-OL). RXN SMILES: C([N:8]1[CH2:12][CH2:11][C:10]([C:14]2[CH:19]=[C:18]([F:20])[CH:17]=[C:16]([F:21])[CH:15]=2)([OH:13])[CH2:9]1)C1C=CC=CC=1.C([SiH](CC)CC)C>[Pd].CO>[F:21][C:16]1[CH:15]=[C:14]([C:10]2([OH:13])[CH2:11][CH2:12][NH:8][CH2:9]2)[CH:19]=[C:18]([F:20])[CH:17]=1. Yield: 90.2%. Procedure details: A mixture of (+)-1-benzyl-3-(3,5-difluorophenyl)pyrrolidin-3-ol (0.853 g, 2.95 mmol), methanol (15 mL) and palladium on carbon (170 mg) was purged with nitrogen. Triethyl silane (3.42 g, 29.5 mmol) was added in 7 equal portions over 3.5 h and the resulting mixture was stirred at ambient temperature for 3 h. The mixture was filtrated over celite, evaporated and Purification on a Biotage Isolute SCX-3 SPE column (washed with methanol and eluted with methanol/triethylamine, 4:1) gave the title comp... Starting materials: C(C1=CC=CC=C1)N1CC(CC1)(O)C1=CC(=CC(=C1)F)F ((+)-1-benzyl-3-(3,5-difluorophenyl)pyrrolidin-3-ol), C(C)[SiH](CC)CC (Triethyl silane). The solvent is CO (methanol). Procedure: In the manner described in example 3, 2-bromophenylacetic acid is condensed with 4-ethylaniline to yield 2-[(4-ethylphenyl)amino]phenylacetic acid. The reactants are BrC1=C(C=CC=C1)CC(=O)O (2-bromophenylacetic acid), C(C)C1=CC=C(N)C=C1 (4-ethylaniline). Yields the product C(C)C1=CC=C(C=C1)NC1=C(C=CC=C1)CC(=O)O (2-[(4-ethylphenyl)amino]phenylacetic acid). As a reaction SMILES: Br[C:2]1[CH:7]=[CH:6][CH:5]=[CH:4][C:3]=1[CH2:8][C:9]([OH:11])=[O:10].[CH2:12]([C:14]1[CH:20]=[CH:19][C:17]([NH2:18])=[CH:16][CH:15]=1)[CH3:13]>>[CH2:12]([C:14]1[CH:20]=[CH:19][C:17]([NH:18][C:2]2[CH:7]=[CH:6][CH:5]=[CH:4][C:3]=2[CH2:8][C:9]([OH:11])=[O:10])=[CH:16][CH:15]=1)[CH3:13]. Yields the product BrC1=C(C=CC(=C1)[N+](=O)[O-])O (2-bromo-4-nitrophenol). Starting materials: [N+](=O)([O-])C1=CC=C(C=C1)O (4-Nitrophenol), C(C)(=O)O (acetic acid), BrBr (bromine), C(C)(=O)O (acetic acid). Run in O (water). RXN SMILES: [N+:1]([C:4]1[CH:9]=[CH:8][C:7]([OH:10])=[CH:6][CH:5]=1)([O-:3])=[O:2].C(O)(=O)C.[Br:15]Br>O>[Br:15][C:8]1[CH:9]=[C:4]([N+:1]([O-:3])=[O:2])[CH:5]=[CH:6][C:7]=1[OH:10]. Yield: 170.7%. Run at time 5 hour. Procedure details: 4-Nitrophenol (5 g, 35.9 mmol) was added to acetic acid (20 ml) and to the mixture, there was slowly added a solution of a mixture of bromine (0.93 ml, 18 mmol) and acetic acid (5 ml) at 85° C. The reaction mixture was stirred at the same temperature for 5 h and, thereafter, it was added to water and subjected to extraction with ethyl acetate. The organic extract was concentrated and the residue was subjected to column chromatography using a 7:3:1 solvent system of cyclohexane, ethyl acetate and... Reactants: C(C(C)(C)C)(=O)OCCl (Chloromethyl pivalate), [I-].[K+] (potassium iodide). Solvent: CC(=O)C (acetone), N#N (N2). Reaction conditions: time 2 day. Yields the product C(C(C)(C)C)(=O)OCI (iodomethyl pivalate). Reaction SMILES: [C:1]([O:7][CH2:8]Cl)(=[O:6])[C:2]([CH3:5])([CH3:4])[CH3:3].[I-:10].[K+]>CC(C)=O.N#N>[C:1]([O:7][CH2:8][I:10])(=[O:6])[C:2]([CH3:5])([CH3:4])[CH3:3] |f:1.2|. Procedure: Chloromethyl pivalate (6 mL) was dissolved in dry acetone (500 mL) in an atmosphere of N2. To the mixture was added dry potassium iodide (15.33 g), and the mixture was stirred at room temperature for two days. After this time the mixture was filtered to yield a clear solution of iodomethyl pivalate. Starting materials: CCOc1c(NCCP(=O)(OCC)OCC)c(=O)c1=O, CCO, N. Product: CCOP(=O)(CCNc1c(N)c(=O)c1=O)OCC. Reaction SMILES: [CH2:1]([CH3:2])[O:3][P:4]([O:5][CH2:6][CH3:7])(=[O:8])[CH2:9][CH2:10][NH:11][c:12]1[c:13]([O:18][CH2:19][CH3:20])[c:14](=[O:17])[c:15]1=[O:16].[CH3:22][CH2:23][OH:24].[NH3:21]>>[CH2:1]([CH3:2])[O:3][P:4]([O:5][CH2:6][CH3:7])(=[O:8])[CH2:9][CH2:10][NH:11][c:12]1[c:13]([NH2:21])[c:14](=[O:17])[c:15]1=[O:16].